From a dataset of the Open Reaction Database (ORD), a public repository of structured organic reaction records. describe an organic reaction: reactants, conditions, products, and yield Starting materials: BrC=1C(=NC=C(C(=O)NC2=CC=C(C=C2)OC(F)(F)F)C1)N1CC(C1)CO (5-bromo-6-(3-(hydroxymethyl)azetidin-1-yl)-N-(4-(trifluoromethoxy)phenyl)nicotinamide), O1C(CCCC1)N1N=CC=C1B1OC(C)(C)C(C)(C)O1 (1-(Tetrahydro-2H-pyran-2-yl)-1H-pyrazole-5-boronic acid pinacol ester). Yields the product OCC1CN(C1)C1=NC=C(C(=O)NC2=CC=C(C=C2)OC(F)(F)F)C=C1C1=CC=NN1 (6-(3-(Hydroxymethyl)azetidin-1-yl)-5-(1H-pyrazol-5-yl)-N-(4-(trifluoromethoxy)phenyl)nicotinamide). RXN SMILES: Br[C:2]1[C:3]([N:22]2[CH2:25][CH:24]([CH2:26][OH:27])[CH2:23]2)=[N:4][CH:5]=[C:6]([CH:21]=1)[C:7]([NH:9][C:10]1[CH:15]=[CH:14][C:13]([O:16][C:17]([F:20])([F:19])[F:18])=[CH:12][CH:11]=1)=[O:8].O1CCCCC1[N:34]1[C:38](B2OC(C)(C)C(C)(C)O2)=[CH:37][CH:36]=[N:35]1>>[OH:27][CH2:26][CH:24]1[CH2:25][N:22]([C:3]2[C:2]([C:36]3[NH:35][N:34]=[CH:38][CH:37]=3)=[CH:21][C:6]([C:7]([NH:9][C:10]3[CH:15]=[CH:14][C:13]([O:16][C:17]([F:20])([F:19])[F:18])=[CH:12][CH:11]=3)=[O:8])=[CH:5][N:4]=2)[CH2:23]1. Procedure: The title compound was prepared in an analogous fashion to that described in Example 37 using 5-bromo-6-(3-(hydroxymethyl)azetidin-1-yl)-N-(4-(trifluoromethoxy)phenyl)nicotinamide (Stage 39.1) and 1-(Tetrahydro-2H-pyran-2-yl)-1H-pyrazole-5-boronic acid pinacol ester. UPLC-MS (Condition 3) tR=0.87 min, m/z=434.2 [M+H]+; 1H-NMR (600 MHz, DMSO-d6) δ ppm 2.59-2.68 (m, 1H) 3.47 (d, J=6.02 Hz, 2H) 3.53-3.61 (m, 2H) 3.77-3.87 (m, 2H) 6.45 (d, J=1.88 Hz, 1H) 7.35 (d, J=8.66 Hz, 2H) 7.79 (br. s, 1H) 7.86... The reactants are CC1=NN=C(S1)N1C(N(CCC1O)C)=O (Tetrahydro-1-(5-methyl-1,3,4-thiadiazol-2-yl)-3-methyl-6-hydroxy-2 (1H)-pyrimidinone), C(C)(=O)OC(C)=O (acetic anhydride), C=1(C(=CC=CC1)S(=O)(=O)O)C (toluenesulfonic acid). Solvent: C1=CC=CC=C1 (benzene). Reaction conditions: time 2 hour. The product is CC1=NN=C(S1)N1C(N(CCC1OC(C)=O)C)=O (tetrahydro-1-(5-methyl-1,3,4-thiadiazol-2-yl)-3-methyl-6-acetyloxy-2 (1H)-pyrimidinone). Reaction SMILES: [CH3:1][C:2]1[S:6][C:5]([N:7]2[CH:12]([OH:13])[CH2:11][CH2:10][N:9]([CH3:14])[C:8]2=[O:15])=[N:4][N:3]=1.[C:16](OC(=O)C)(=[O:18])[CH3:17].C1(C)C(S(O)(=O)=O)=CC=CC=1>C1C=CC=CC=1>[CH3:1][C:2]1[S:6][C:5]([N:7]2[CH:12]([O:13][C:16](=[O:18])[CH3:17])[CH2:11][CH2:10][N:9]([CH3:14])[C:8]2=[O:15])=[N:4][N:3]=1. Procedure details: Tetrahydro-1-(5-methyl-1,3,4-thiadiazol-2-yl)-3-methyl-6-hydroxy-2 (1H)-pyrimidinone (0.1 mole), acetic anhydride (0.11 mole), toluenesulfonic acid (0.05 gram) and benzene (100 ml) are charged into a glass reaction vessel equipped with a mechanical stirrer and thermometer. The reaction mixture is heated on a steam bath with stirring for a period of about 2 hours. After this time the reaction mixture is cooled to room temperature and is stripped of solvent under reduced pressure leaving a residue... Starting materials: Br, Br, O=N[O-], Cc1cc(N)cc(C)n1, [Na+], O. Product: Cc1cc(Br)cc(C)n1. As a reaction SMILES: [Br:1].[BrH:15].[N:11]([O-:12])=[O:13].[NH2:2][c:3]1[cH:4][c:5]([CH3:10])[n:6][c:7]([CH3:9])[cH:8]1.[Na+:14].[OH2:16]>>[c:3]1([Br:15])[cH:4][c:5]([CH3:10])[n:6][c:7]([CH3:9])[cH:8]1. Reactants: ClCCl.C(C)O (dichloromethane ethanol), FC1=CC(=C2C(N(C(C2=C1)C)C1CCN(CC1)C(=O)OC(C)(C)C)=O)I (Tert-butyl 4-(6-fluoro-4-iodo-1-methyl-3-oxo-1,3-dihydro-2H-isoindol-2-yl)piperidine-1-carboxylate), [Cu]C#N (copper(I) cyanide). The solvent is CN(C=O)C (N,N-dimethylformamide). Product: C(#N)C1=C2C(N(C(C2=CC(=C1)F)C)C1CCN(CC1)C(=O)OC(C)(C)C)=O (Tert-butyl 4-(4-cyano-6-fluoro-1-methyl-3-oxo-1,3-dihydro-2H-isoindol-2-yl)piperidine-1-carboxylate). The yield is 93.2%. Reaction SMILES: [F:1][C:2]1[CH:10]=[C:9]2[C:5]([C:6](=[O:25])[N:7]([CH:12]3[CH2:17][CH2:16][N:15]([C:18]([O:20][C:21]([CH3:24])([CH3:23])[CH3:22])=[O:19])[CH2:14][CH2:13]3)[CH:8]2[CH3:11])=[C:4](I)[CH:3]=1.[Cu][C:28]#[N:29].ClCCl.C(O)C>CN(C)C=O>[C:28]([C:4]1[CH:3]=[C:2]([F:1])[CH:10]=[C:9]2[C:5]=1[C:6](=[O:25])[N:7]([CH:12]1[CH2:13][CH2:14][N:15]([C:18]([O:20][C:21]([CH3:24])([CH3:23])[CH3:22])=[O:19])[CH2:16][CH2:17]1)[CH:8]2[CH3:11])#[N:29] |f:2.3|. Reported procedure: Tert-butyl 4-(6-fluoro-4-iodo-1-methyl-3-oxo-1,3-dihydro-2H-isoindol-2-yl)piperidine-1-carboxylate (240 mg, 0.5 mmol) and copper(I) cyanide (67 mg, 0.75 mmol) were dissolved in N,N-dimethylformamide (2 mL) and the resulting solution was refluxed under nitrogen atmosphere for 3 hours. The solvent was removed under reduced pressure and the residue was diluted with dichloromethane and washed with 15% ammonium hydroxide. Organic phase was dried over sodium sulfate, filtered and evaporated. Column ch... Reactants: O=C([O-])[O-], COC(=O)c1cn(N)c2ccc(F)cc12, [Na+], [Na+], CN(C)C=O, Cc1nc(-c2ccccn2)ncc1C(=O)O. Product: COC(=O)c1cn(NC(=O)c2cnc(-c3ccccn3)nc2C)c2ccc(F)cc12. As a reaction SMILES: [C:37](=[O:38])([O-:39])[O-:40].[CH3:17][O:18][C:19](=[O:20])[c:21]1[cH:22][n:23]([NH2:31])[c:24]2[cH:25][cH:26][c:27]([F:30])[cH:28][c:29]12.[Na+:41].[Na+:42].[O:32]=[CH:33][N:34]([CH3:35])[CH3:36].[n:1]1[c:2](-[c:7]2[n:8][cH:9][c:10]([C:14](=[O:15])[OH:16])[c:11]([CH3:13])[n:12]2)[cH:3][cH:4][cH:5][cH:6]1>>[n:1]1[c:2](-[c:7]2[n:8][cH:9][c:10]([C:14](=[O:16])[NH:31][n:23]3[cH:22][c:21]([C:19]([O:18][CH3:17])=[O:20])[c:29]4[c:24]3[cH:25][cH:26][c:27]([F:30])[cH:28]4)[c:11]([CH3:13])[n:12]2)[cH:3][cH:4][cH:5][cH:6]1. Starting materials: C(C1=CC=CC=C1)OC(=O)NCC1=CC=C(C=C1)[C@H](C(=O)OC)NC(=O)NCC(=O)OCC (1-(R)-(4-benzyloxycarbonylaminomethylphenyl-1-methoxycarbonylmethyl),N'-ethoxycarbonylmethylurea), Cl (HCl). The product is Cl.NCC1=CC=C(C=C1)[C@@H]1C(N(C(N1)=O)CC(=O)O)=O ((5-(R)-(4-Aminomethylphenyl)-2,4-dioxoimidazolidin-3-yl)-acetic acid hydrochloride). RXN SMILES: C(OC([NH:11][CH2:12][C:13]1[CH:18]=[CH:17][C:16]([C@@H:19]([NH:24][C:25]([NH:27][CH2:28][C:29]([O:31]CC)=[O:30])=[O:26])[C:20](OC)=[O:21])=[CH:15][CH:14]=1)=O)C1C=CC=CC=1.[ClH:34]>>[ClH:34].[NH2:11][CH2:12][C:13]1[CH:18]=[CH:17][C:16]([C@H:19]2[NH:24][C:25](=[O:26])[N:27]([CH2:28][C:29]([OH:31])=[O:30])[C:20]2=[O:21])=[CH:15][CH:14]=1 |f:2.3|. Reported procedure: 280 mg of N-(1-(R)-(4-benzyloxycarbonylaminomethylphenyl-1-methoxycarbonylmethyl),N'-ethoxycarbonylmethylurea are boiled under reflux for 45 min in 4 ml of 6N HCl and the mixture is then concentrated and dried over KOH.